This data is from the Open Reaction Database (ORD), a public repository of structured organic reaction records. The task is: describe an organic reaction: reactants, conditions, products, and yield Reactants: [H-].[Na+] (NaH), C(C)(C)(C)C1=CC2=C(NC(=N2)NC=2C(=NC=CC2)OC2=C(C=CC=C2)C(C)(C)C)C=C1 (5-tert-Butyl-N-(2-(2-tert-butylphenoxy)pyridine-3-yl)-1H-benzo[d]imidazol-2-amine), IC (ICH3). Product: C(C)(C)(C)C=1C=CC2=C(N(C(=N2)NC=2C(=NC=CC2)OC2=C(C=CC=C2)C(C)(C)C)C)C1 (6-tert-Butyl-N-(2-(2-tert-butylphenoxy)pyridine-3-yl)-1-methyl-1H-benzo[d]imidazol-2-amine). Reaction SMILES: [C:1]([C:5]1[CH:31]=[CH:30][C:8]2[NH:9][C:10]([NH:12][C:13]3[C:14]([O:19][C:20]4[CH:25]=[CH:24][CH:23]=[CH:22][C:21]=4[C:26]([CH3:29])([CH3:28])[CH3:27])=[N:15][CH:16]=[CH:17][CH:18]=3)=[N:11][C:7]=2[CH:6]=1)([CH3:4])([CH3:3])[CH3:2].[H-].[Na+].I[CH3:35]>C1COCC1>[C:1]([C:5]1[CH:31]=[CH:30][C:8]2[N:9]=[C:10]([NH:12][C:13]3[C:14]([O:19][C:20]4[CH:25]=[CH:24][CH:23]=[CH:22][C:21]=4[C:26]([CH3:29])([CH3:28])[CH3:27])=[N:15][CH:16]=[CH:17][CH:18]=3)[N:11]([CH3:35])[C:7]=2[CH:6]=1)([CH3:4])([CH3:2])[CH3:3] |f:1.2|. Run in C1CCOC1 (THF). Procedure: 5-tert-Butyl-N-(2-(2-tert-butylphenoxy)pyridine-3-yl)-1H-benzo[d]imidazol-2-amine (Example 6, 50 mg, 0.121 mmol) was dissolved in THF (2 mL). At 0° C., NaH (2.6 mg, 0.109 mmol) was added and the mixture stirred for 11 min. ICH3 (15 mg, 0.109 mmol) was then slowly introduced. The solution turned purple. After 15 min additional stirring, the solvent was removed under vacuum and the crude product was purified by column chromatography on silica gel (eluting with a continuous gradient of MeOH from 0%... Reaction conditions: time 11 minute. Starting materials: N1CCCCC1 (piperidine), OC1=C(C=O)C=CC(=C1)OC (2-hydroxy-4-methoxy benzaldehyde), ethyl ester, C1(=CC=CC=C1)C1=NOC(=N1)CC(=O)O (3-phenyl-1,2,4-oxadiazole-5-acetic acid). Run in C1(=CC=CC=C1)C (toluene). Product: COC1=CC=C2C=C(C(OC2=C1)=O)C1=NC(=NO1)C1=CC=CC=C1 (7-methoxy 3-(3-phenyl 1,2,4-oxadiazol-5-yl) coumarin). Reaction SMILES: [OH:1][C:2]1[CH:9]=[C:8]([O:10][CH3:11])[CH:7]=[CH:6][C:3]=1[CH:4]=O.[C:12]1([C:18]2[N:22]=[C:21]([CH2:23][C:24](O)=[O:25])[O:20][N:19]=2)[CH:17]=[CH:16][CH:15]=[CH:14][CH:13]=1.N1CCCCC1>C1(C)C=CC=CC=1>[CH3:11][O:10][C:8]1[CH:9]=[C:2]2[C:3]([CH:4]=[C:23]([C:21]3[O:20][N:19]=[C:18]([C:12]4[CH:17]=[CH:16][CH:15]=[CH:14][CH:13]=4)[N:22]=3)[C:24](=[O:25])[O:1]2)=[CH:6][CH:7]=1. Procedure: 7.6 parts of 2-hydroxy-4-methoxy benzaldehyde and 11.6 parts of the ethyl ester of 3-phenyl-1,2,4-oxadiazole-5-acetic acid (boiling point: 150° C/0.5 mm) are dissolved in 80 parts of toluene. 0.5 part of piperidine is added and the mixture is heated under reflux for 1 hour. The mixture is cooled, the crystallized product is filtered and then washed in ethanol. 13.7 parts of 7-methoxy 3-(3-phenyl 1,2,4-oxadiazol-5-yl) coumarin are obtained which, after crystallization in an ethanol-dioxane mixtur...